This data is from the Open Reaction Database (ORD), a public repository of structured organic reaction records. The task is: describe an organic reaction: reactants, conditions, products, and yield The reactants are CN(C(=O)OC(C)(C)C)CCO (2-(N-methyl-N-t-butoxycarbonylamino)ethanol), ClC1=CC(=C(NC2=NC=NC3=CC(=C(C=C23)OC)O)C=C1)F (4-(4-chloro-2-fluoroanilino)-7-hydroxy-6-methoxyquinazoline), N(=NC(=O)OCC)C(=O)OCC (Diethyl azodicarboxylate), C1(=CC=CC=C1)P(C1=CC=CC=C1)C1=CC=CC=C1 (triphenylphosphine). The solvent is C(Cl)Cl (methylene chloride), C(Cl)Cl (methylene chloride). Run at time 4 hour. Product: ClC1=CC(=C(NC2=NC=NC3=CC(=C(C=C23)OC)OCCN(C(=O)OC(C)(C)C)C)C=C1)F (4-(4-chloro-2-fluoroanilino)-6-methoxy-7-(2-(N-methyl-N-t-butoxycarbonylamino)ethoxy)quinazoline). The yield is 188.7%. RXN SMILES: [CH3:1][N:2]([CH2:10][CH2:11][OH:12])[C:3]([O:5][C:6]([CH3:9])([CH3:8])[CH3:7])=[O:4].[Cl:13][C:14]1[CH:33]=[CH:32][C:17]([NH:18][C:19]2[C:28]3[C:23](=[CH:24][C:25](O)=[C:26]([O:29][CH3:30])[CH:27]=3)[N:22]=[CH:21][N:20]=2)=[C:16]([F:34])[CH:15]=1.C1(P(C2C=CC=CC=2)C2C=CC=CC=2)C=CC=CC=1.N(C(OCC)=O)=NC(OCC)=O>C(Cl)Cl>[Cl:13][C:14]1[CH:33]=[CH:32][C:17]([NH:18][C:19]2[C:28]3[C:23](=[CH:24][C:25]([O:12][CH2:11][CH2:10][N:2]([CH3:1])[C:3]([O:5][C:6]([CH3:9])([CH3:7])[CH3:8])=[O:4])=[C:26]([O:29][CH3:30])[CH:27]=3)[N:22]=[CH:21][N:20]=2)=[C:16]([F:34])[CH:15]=1. Procedure: A solution of 2-(N-methyl-N-t-butoxycarbonylamino)ethanol (116 mg, 0.7 mmol) in methylene chloride (1 ml) was added to a suspension of 4-(4-chloro-2-fluoroanilino)-7-hydroxy-6-methoxyquinazoline (160 mg, 0.5 mmol), (prepared as described for the starting material in Example 24), and triphenylphosphine (393 mg, 1.5 mmol) in methylene chloride (5 ml). Diethyl azodicarboxylate (261 mg, 1.5 mmol) was then added dropwise and the mixture was stirred at ambient temperature for 4 hours. The reaction mix...